From a dataset of the Open Reaction Database (ORD), a public repository of structured organic reaction records. describe an organic reaction: reactants, conditions, products, and yield Starting materials: C=C(C)C(C(=O)O)N1C(=O)C(NC(=O)Cc2ccccc2)C1SN1C(=O)c2ccccc2C1=O, CC(=O)O, CCOCC, C=[N+]=[N-], C1CCOC1. The product is C=C(C)C(C(=O)OC)N1C(=O)C(NC(=O)Cc2ccccc2)C1SN1C(=O)c2ccccc2C1=O. Reaction SMILES: [C:1](=[O:2])([OH:3])[CH:4]([C:5](=[CH2:6])[CH3:7])[N:8]1[C:9](=[O:34])[CH:10]([NH:24][C:25]([CH2:26][c:27]2[cH:28][cH:29][cH:30][cH:31][cH:32]2)=[O:33])[CH:11]1[S:12][N:13]1[C:14](=[O:23])[c:15]2[c:16]([cH:19][cH:20][cH:21][cH:22]2)[C:17]1=[O:18].[CH3:38][C:39](=[O:40])[OH:41].[CH3:47][CH2:48][O:49][CH2:50][CH3:51].[N+:35](=[N-:36])=[CH2:37].[O:42]1[CH2:43][CH2:44][CH2:45][CH2:46]1>>[C:1]([O:2][CH3:37])(=[O:3])[CH:4]([C:5](=[CH2:6])[CH3:7])[N:8]1[C:9](=[O:34])[CH:10]([NH:24][C:25]([CH2:26][c:27]2[cH:28][cH:29][cH:30][cH:31][cH:32]2)=[O:33])[CH:11]1[S:12][N:13]1[C:14](=[O:23])[c:15]2[c:16]([cH:19][cH:20][cH:21][cH:22]2)[C:17]1=[O:18].